Task: describe an organic reaction: reactants, conditions, products, and yield. Dataset: the Open Reaction Database (ORD), a public repository of structured organic reaction records The reactants are CC1(OC([C@H]2C([C@@H]1C2)(C)C)=O)C ((1R,5S)-(+)-4,4,6,6-Tetramethyl-3-oxabicyclo[3.1.1]heptan-2-one), O.C1(=CC=C(C=C1)S(=O)(=O)O)C (p-toluenesulfonic acid monohydrate). The solvent is C1=CC=CC=C1 (benzene). Yields the product CC1([C@@H](CC1=C(C)C)C(=O)O)C ((R)-(−)-2,2-Dimethyl-3-(1-methylethylidene)cyclobutanecarboxylic acid). Isolated yield 78.1%. RXN SMILES: [CH3:1][C:2]1([CH3:12])[C@H:7]2[CH2:8][C@H:5]([C:6]2([CH3:10])[CH3:9])[C:4](=[O:11])[O:3]1.O.C1(C)C=CC(S(O)(=O)=O)=CC=1>C1C=CC=CC=1>[CH3:9][C:6]1([CH3:10])[C:7](=[C:2]([CH3:1])[CH3:12])[CH2:8][C@H:5]1[C:4]([OH:11])=[O:3] |f:1.2|. Procedure: A solution of 3.68 g (21.9 mmol) of 4a in 60 mL of benzene with 416 mg (2.19 mmol) of p-toluenesulfonic acid monohydrate was heated in an oil bath at 100-110° C. for 24 h. A mini Dean-Stark trap was used for azeotropic distillation. Benzene was evaporated on a rotary evaporator, and the residue was treated with 2N aqueous Na2CO3 solution. The basic aqueous solution was washed with ether, then acidified to pH 2 with hydrochloric acid, and again extracted with ether. The combined ether extracts we... The reactants are C(Cl)Cl.CCOC(=O)C (DCM EtOAc), C(#N)C=1SC2=C(N1)C=CC(=C2C#N)/N=C/N(C)C ((E)-N′-(2,7-dicyanobenzo[d]thiazol-6-yl)-N,N-dimethylformimidamide), C(C)(C)(C)C1=CC=C(N)C=C1 (4-tert-butylaniline), [K+].[Br-] (KBr). The product is C(C)(C)(C)C1=CC=C(CNC2=NC=NC3=CC=C4C(=C23)SC(=N4)C#N)C=C1 (9-(4-tert-Butylbenzylamino)thiazolo[5,4-f]quinazoline-2-carbonitrile). The yield is 99.0%. RXN SMILES: [C:1]([C:3]1[S:4][C:5]2[C:11]([C:12]#[N:13])=[C:10](/[N:14]=[CH:15]/[N:16](C)C)[CH:9]=[CH:8][C:6]=2[N:7]=1)#[N:2].[C:19]([C:23]1[CH:29]=[CH:28][C:26](N)=[CH:25][CH:24]=1)([CH3:22])([CH3:21])[CH3:20].[K+].[Br-].[CH2:32](Cl)Cl.CCOC(C)=O>>[C:19]([C:23]1[CH:29]=[CH:28][C:26]([CH2:32][NH:13][C:12]2[C:11]3[C:10](=[CH:9][CH:8]=[C:6]4[N:7]=[C:3]([C:1]#[N:2])[S:4][C:5]4=3)[N:14]=[CH:15][N:16]=2)=[CH:25][CH:24]=1)([CH3:22])([CH3:21])[CH3:20] |f:2.3,4.5|. Reported procedure: Prepared from VII and 4-tert-butylaniline. Flash chromatography eluent (DCM-EtOAc, 7:3). Yield: 99%; yellow solid; mp 154° C.; IR (KBr) νmax/cm−1 2958, 2235, 1693, 1649, 1582, 1505, 1466, 1408, 1349, 1288, 1219, 1155, 1125, 989, 968, 894, 831; 1H NMR (300 MHz, DMSO-d6) δ 8.49 (d, 1H, J=9.0 Hz), 8.07 (s, 1H), 7.76 (d, 1H, J=9.0 Hz), 7.40 (d, 2H, J=7.8 Hz), 7.12 (m, 2H), 1.31 (s, 9H); HRMS calcd for C20H18N5S (M+H+): 360.1283, found 360.1273. The reactants are C(C(=O)O)(=O)O.ClCCCN1CCCC1 (1-(3-Chloropropyl)pyrrolidine oxalate), C(C)(C)(C)OC (methyl tert-butyl ether), [OH-].[K+] (potassium hydroxide). The solvent is O (water). The product is ClCCCN1CCCC1 (1-(3-chloropropyl)pyrrolidine). Isolated yield 100.2%. Reaction SMILES: C(O)(=O)C(O)=O.[Cl:7][CH2:8][CH2:9][CH2:10][N:11]1[CH2:15][CH2:14][CH2:13][CH2:12]1.C(OC)(C)(C)C.[OH-].[K+]>O>[Cl:7][CH2:8][CH2:9][CH2:10][N:11]1[CH2:15][CH2:14][CH2:13][CH2:12]1 |f:0.1,3.4|. Procedure: 1-(3-Chloropropyl)pyrrolidine oxalate (134.8 kg) was suspended in water (226 l) and methyl tert-butyl ether (83.4 kg) added. The stirred mixture was basified to pH>11 by addition of 49% w/w aqueous potassium hydroxide solution (138.9 kg). A line wash of water (22.6 l) was applied. The lower aqueous layer was separated and transferred to a second reactor. The upper organic layer was transferred to 200 l drums. A line wash of methyl tert-butyl ether (16.7 kg) was applied. The aqueous layer was rec... Reactants: C(C)C1=CC2=C(N=C(O2)C(=O)O)C(=C1Cl)O (Ethyl 5-chloro-4-hydroxybenzoxazole-2-carboxylic acid), O (water). The solvent is C(C)(=O)O (acetic acid). Yields the product ClC=1C=CC2=C(N=C(O2)C(=O)O)C1O (5-chloro-4-hydroxybenzoxazole-2-carboxylic acid). Reaction SMILES: C([C:3]1[C:14]([Cl:15])=[C:13]([OH:16])[C:6]2[N:7]=[C:8]([C:10]([OH:12])=[O:11])[O:9][C:5]=2[CH:4]=1)C.O>C(O)(=O)C>[Cl:15][C:14]1[CH:3]=[CH:4][C:5]2[O:9][C:8]([C:10]([OH:12])=[O:11])=[N:7][C:6]=2[C:13]=1[OH:16]. Procedure details: Ethyl 5-chloro-4-hydroxybenzoxazole-2-carboxylic acid is dissolved in glacial acetic acid and water (5:1) and the solution refluxed for 4 hours. This is cooled and the resulting solid collected and washed with water to give 5-chloro-4-hydroxybenzoxazole-2-carboxylic acid. Starting materials: OCc1cccc(-c2c(Cc3ccccc3)cnc3c(C(F)(F)F)cccc23)c1, Cc1ccc(C)c(O)c1. Product: Cc1ccc(C)c(OCc2cccc(-c3c(Cc4ccccc4)cnc4c(C(F)(F)F)cccc34)c2)c1. Reaction SMILES: [CH2:1]([c:2]1[cH:3][cH:4][cH:5][cH:6][cH:7]1)[c:8]1[cH:9][n:10][c:11]2[c:12]([C:26]([F:27])([F:28])[F:29])[cH:13][cH:14][cH:15][c:16]2[c:17]1-[c:18]1[cH:19][c:20]([CH2:24][OH:25])[cH:21][cH:22][cH:23]1.[CH3:30][c:31]1[c:32]([OH:38])[cH:33][c:34]([CH3:37])[cH:35][cH:36]1>>[CH2:1]([c:2]1[cH:3][cH:4][cH:5][cH:6][cH:7]1)[c:8]1[cH:9][n:10][c:11]2[c:12]([C:26]([F:27])([F:28])[F:29])[cH:13][cH:14][cH:15][c:16]2[c:17]1-[c:18]1[cH:19][c:20]([CH2:24][O:25][c:32]2[c:31]([CH3:30])[cH:36][cH:35][c:34]([CH3:37])[cH:33]2)[cH:21][cH:22][cH:23]1. The reactants are C(C1=CC=CC=C1)N1CCNCC1 (1-benzylpiperazine), COC1=CC=C2C(=CC(OC2=C1)=O)CBr (7-methoxy-2-oxo-4-bromomethyl-3-chromene), C([O-])(O)=O.[K+] (potassium bicarbonate). The solvent is O1CCCC1 (tetrahydrofuran). Yields the product COC1=CC=C2C(=CC(OC2=C1)=O)CN1CCN(CC1)CC1=CC=CC=C1 (1-[(7-METHOXY-2-OXOCHROM-3-EN-4-YL)METHYL]-4-BENZYLPIPERAZINE). Reaction SMILES: [CH2:1]([N:8]1[CH2:13][CH2:12][NH:11][CH2:10][CH2:9]1)[C:2]1[CH:7]=[CH:6][CH:5]=[CH:4][CH:3]=1.[CH3:14][O:15][C:16]1[CH:25]=[C:24]2[C:19]([C:20]([CH2:27]Br)=[CH:21][C:22](=[O:26])[O:23]2)=[CH:18][CH:17]=1.C(=O)(O)[O-].[K+]>O1CCCC1>[CH3:14][O:15][C:16]1[CH:25]=[C:24]2[C:19]([C:20]([CH2:27][N:11]3[CH2:12][CH2:13][N:8]([CH2:1][C:2]4[CH:3]=[CH:4][CH:5]=[CH:6][CH:7]=4)[CH2:9][CH2:10]3)=[CH:21][C:22](=[O:26])[O:23]2)=[CH:18][CH:17]=1 |f:2.3|. Procedure details: 0.03 mol of 1-benzylpiperazine, 0.03 mol of 7-methoxy-2-oxo-4-bromomethyl-3-chromene and 0.03 mol of potassium bicarbonate are introduced into an Erlenmeyer flask containing 150 ml of tetrahydrofuran. The mixture is brought to reflux for 24 hours. The reaction is brought to an end and, after cooling, the solution is filtered and evaporated under reduced pressure. The residue is then purified by chromatography on a column of silica gel, methylene chloride generally being used as eluent. The final... The reactants are C1CCOC1, CN, CCO, CCOC(C)=O, O=C(Cl)c1cc(Cl)ccn1. Yields the product CNC(=O)c1cc(Cl)ccn1. Reaction SMILES: [CH2:13]1[O:14][CH2:15][CH2:16][CH2:17]1.[CH3:11][NH2:12].[CH3:18][CH2:19][OH:20].[CH3:21][CH2:22][O:23][C:24]([CH3:25])=[O:26].[Cl:1][c:2]1[cH:3][c:4]([C:8](=[O:9])[Cl:10])[n:5][cH:6][cH:7]1>>[Cl:1][c:2]1[cH:3][c:4]([C:8](=[O:9])[NH:12][CH3:11])[n:5][cH:6][cH:7]1. Starting materials: [Br-], CCCC1CCC(C2CCC(=O)CC2)CC1, C1CCOC1, CC(C)(C)[O-], [K+], c1ccc([P+](CCC2OCCCO2)(c2ccccc2)c2ccccc2)cc1. Yields the product CCCC1CCC(C2CCC(=CCC3OCCCO3)CC2)CC1. Reaction SMILES: [Br-:1].[CH2:35]([CH2:36][CH3:37])[CH:38]1[CH2:39][CH2:40][CH:41]([CH:44]2[CH2:45][CH2:46][C:47](=[O:50])[CH2:48][CH2:49]2)[CH2:42][CH2:43]1.[CH2:51]1[O:52][CH2:53][CH2:54][CH2:55]1.[CH3:29][C:30]([CH3:31])([O-:32])[CH3:33].[K+:34].[O:2]1[CH:3]([CH2:8][CH2:9][P+:10]([c:11]2[cH:12][cH:13][cH:14][cH:15][cH:16]2)([c:17]2[cH:18][cH:19][cH:20][cH:21][cH:22]2)[c:23]2[cH:24][cH:25][cH:26][cH:27][cH:28]2)[O:4][CH2:5][CH2:6][CH2:7]1>>[O:2]1[CH:3]([CH2:8][CH:9]=[C:47]2[CH2:46][CH2:45][CH:44]([CH:41]3[CH2:40][CH2:39][CH:38]([CH2:35][CH2:36][CH3:37])[CH2:43][CH2:42]3)[CH2:49][CH2:48]2)[O:4][CH2:5][CH2:6][CH2:7]1. Reactants: C1=CC(=CC(=C1)Cl)C(=O)OO (mCPBA), C(C)OCC=1N(C2=C(C=NC=3C=CC=CC23)N1)CC1(CC1)C(=O)N (1-{[2-(ethoxymethyl)-1H-imidazo[4,5-c]quinolin-1-yl]methyl}cyclopropanecarboxamide), [OH-].[NH4+] (Ammonium hydroxide), C1(=CC=C(C=C1)S(=O)(=O)Cl)C (p-toluenesulfonyl chloride). Solvent: C(Cl)(Cl)Cl (chloroform). Conditions: time 2 hour. The product is NC1=NC=2C=CC=CC2C2=C1N=C(N2CC2(CC2)C(=O)N)COCC (1-{[4-amino-2-(ethoxymethyl)-1H-imidazo[4,5-c]quinolin-1-yl]methyl}cyclopropanecarboxamide). RXN SMILES: C1C=C(Cl)C=C(C(OO)=O)C=1.[CH2:12]([O:14][CH2:15][C:16]1[N:17]([CH2:29][C:30]2([C:33]([NH2:35])=[O:34])[CH2:32][CH2:31]2)[C:18]2[C:27]3[CH:26]=[CH:25][CH:24]=[CH:23][C:22]=3[N:21]=[CH:20][C:19]=2[N:28]=1)[CH3:13].[OH-].[NH4+:37].C1(C)C=CC(S(Cl)(=O)=O)=CC=1>C(Cl)(Cl)Cl>[NH2:37][C:20]1[C:19]2[N:28]=[C:16]([CH2:15][O:14][CH2:12][CH3:13])[N:17]([CH2:29][C:30]3([C:33]([NH2:35])=[O:34])[CH2:32][CH2:31]3)[C:18]=2[C:27]2[CH:26]=[CH:25][CH:24]=[CH:23][C:22]=2[N:21]=1 |f:2.3|. Reported procedure: mCPBA (1.68 g, 6.81 mmol) was added to a suspension of 1-{[2-(ethoxymethyl)-1H-imidazo[4,5-c]quinolin-1-yl]methyl}cyclopropanecarboxamide (1.70 g, 5.24 mmol) in chloroform (25 mL); the reaction was stirred for two hours at ambient temperature and then cooled to 0° C. Ammonium hydroxide (5 mL) and p-toluenesulfonyl chloride (1.10 g, 5.76 mmol) were added. The reaction was stirred for one hour at 5° C. and then filtered to isolate a precipitate. The precipitate was triturated with 2 M aqueous sodi...